From a dataset of the Open Reaction Database (ORD), a public repository of structured organic reaction records. describe an organic reaction: reactants, conditions, products, and yield Reactants: COC(=O)[C@@H]1C[C@H](CN1C(=O)OCc2ccccc2)OC(=O)N3Cc4cccc(Br)c4C3, CC1(C)OB(OC1(C)C)c2ccc(cc2)c3cnccn3. Reagents/catalysts: CCN=P(N=P(N(C)C)(N(C)C)N(C)C)(N(C)C)N(C)C (P2-Et), CC(C)c1cc(C(C)C)c(-c2ccccc2[PH](C(C)(C)C)(C(C)(C)C)[Pd]2(OS(C)(=O)=O)Nc3ccccc3-c3ccccc32)c(C(C)C)c1 (tBuXphos G3). Run in CS(C)=O (DMSO), O (water), CS(C)=O (DMSO), CS(C)=O (DMSO), CS(C)=O (DMSO). Conditions: time 22 hour. The product is COC(=O)[C@@H]1C[C@H](CN1C(=O)OCc2ccccc2)OC(=O)N3Cc4cccc(c4C3)c5ccc(cc5)c6cnccn6, COC(=O)[C@@H]1C[C@H](CN1C(=O)OCc2ccccc2)OC(=O)N3Cc4cccc(Br)c4C3, c1ccc(-c2ccccc2)cc1. Starting materials: SC=1SC2=C(N1)C1=CC=CC(=C1CC2)OCC(=O)OCC (ethyl [(2-mercapto-4,5-dihydronaphtho[1,2-d]thiazol-6-yl)oxy]acetate), [H-].[Na+] (sodium hydride), O (water), ClC1=C(C=C(C=C1)[N+](=O)[O-])[N+](=O)[O-] (1-chloro-2,4-dinitrobenzene). Run in CN(C=O)C (N,N-dimethylformamide). Reaction conditions: time 10 minute. Yields the product [N+](=O)([O-])C1=C(C=CC(=C1)[N+](=O)[O-])SC=1SC2=C(N1)C1=CC=CC(=C1CC2)OCC(=O)OCC (ethyl [(2-(2,4-dinitrophenyl)thio-4,5-dihydronaphtho[1,2-d]thiazol-6-yl)oxy]acetate). The yield is 59.4%. As a reaction SMILES: [SH:1][C:2]1[S:3][C:4]2[CH2:14][CH2:13][C:12]3[C:7](=[CH:8][CH:9]=[CH:10][C:11]=3[O:15][CH2:16][C:17]([O:19][CH2:20][CH3:21])=[O:18])[C:5]=2[N:6]=1.[H-].[Na+].Cl[C:25]1[CH:30]=[CH:29][C:28]([N+:31]([O-:33])=[O:32])=[CH:27][C:26]=1[N+:34]([O-:36])=[O:35].O>CN(C)C=O>[N+:31]([C:28]1[CH:27]=[C:26]([N+:34]([O-:36])=[O:35])[CH:25]=[CH:30][C:29]=1[S:1][C:2]1[S:3][C:4]2[CH2:14][CH2:13][C:12]3[C:7](=[CH:8][CH:9]=[CH:10][C:11]=3[O:15][CH2:16][C:17]([O:19][CH2:20][CH3:21])=[O:18])[C:5]=2[N:6]=1)([O-:33])=[O:32] |f:1.2|. Procedure details: To a solution of ethyl [(2-mercapto-4,5-dihydronaphtho[1,2-d]thiazol-6-yl)oxy]acetate (1.30 g, 4.04 mmol) in N,N-dimethylformamide (20 mL) was added sodium hydride (60% dispersion in liquid paraffin, 178 mg, 4.45 mmol) at 0° C., and the mixture was stirred at room temperature for 10 minutes. To this mixture was added 1-chloro-2,4-dinitrobenzene (900 mg, 4.45 mmol) and the mixture was stirred at room temperature for 30 minutes. This reaction mixture was poured into water (30 mL) and extracted wit... Reactants: CCOC(C)=O, COC(=O)Nc1ccc(S(=O)(=O)C2CC2)c(C2CCCN2C(=O)OC(C)(C)C)c1, Cl, C1COCCO1. Product: COC(=O)Nc1ccc(S(=O)(=O)C2CC2)c(C2CCCN2)c1, Cl. As a reaction SMILES: [CH3:37][CH2:38][O:39][C:40]([CH3:41])=[O:42].[CH:1]1([S:4](=[O:5])(=[O:6])[c:7]2[c:8]([CH:18]3[N:19]([C:23]([O:24][C:25]([CH3:26])([CH3:27])[CH3:28])=[O:29])[CH2:20][CH2:21][CH2:22]3)[cH:9][c:10]([NH:13][C:14](=[O:15])[O:16][CH3:17])[cH:11][cH:12]2)[CH2:2][CH2:3]1.[ClH:30].[O:31]1[CH2:32][CH2:33][O:34][CH2:35][CH2:36]1>>[CH:1]1([S:4](=[O:5])(=[O:6])[c:7]2[c:8]([CH:18]3[NH:19][CH2:20][CH2:21][CH2:22]3)[cH:9][c:10]([NH:13][C:14](=[O:15])[O:16][CH3:17])[cH:11][cH:12]2)[CH2:2][CH2:3]1.[ClH:30].